This data is from the Open Reaction Database (ORD), a public repository of structured organic reaction records. The task is: describe an organic reaction: reactants, conditions, products, and yield Starting materials: CN1C(C(=CC2=C1C(NN=C2)=O)C(=O)OCC)=O (ethyl 1-methyl-2,8-dioxo-1,2,7,8-tetrahydropyrido[2,3-d]pyridazine-3-carboxylate), P(=O)(Cl)(Cl)Cl (phosphorus oxychloride). Conditions: temperature 110 celsius, time 90 minute. The product is ClC=1C2=C(C=NN1)C=C(C(N2C)=O)C(=O)OCC (ethyl 8-chloro-1-methyl-2-oxo-1,2-dihydropyrido[3,2-d]pyridazine-3-carboxylate). As a reaction SMILES: [CH3:1][N:2]1[C:7]2[C:8](=O)[NH:9][N:10]=[CH:11][C:6]=2[CH:5]=[C:4]([C:13]([O:15][CH2:16][CH3:17])=[O:14])[C:3]1=[O:18].P(Cl)(Cl)([Cl:21])=O>>[Cl:21][C:8]1[C:7]2[N:2]([CH3:1])[C:3](=[O:18])[C:4]([C:13]([O:15][CH2:16][CH3:17])=[O:14])=[CH:5][C:6]=2[CH:11]=[N:10][N:9]=1. Procedure details: In a RBF equipped with reflux condenser, ethyl 1-methyl-2,8-dioxo-1,2,7,8-tetrahydropyrido[2,3-d]pyridazine-3-carboxylate (1.65 g, 6.63 mmol) was treated with phosphorus oxychloride (8.00 mL, 85.8 mmol). The reaction mixture was stirred in an oil bath at 110° C. for 90 min, and then cooled to RT. The volatiles were removed in vacuo and the residue was treated with CH2Cl2 then concentrated in vacuo. The residue was treated with CH2Cl2/Et2O and the resulting suspended solid was collected by suctio... Reactants: C(C1=CC=CC=C1)=C1C[C@H](N(C1)C(=O)OC(C)(C)C)C(=O)O ((2S,4EZ)-4-benzylidene-1-(tert-butoxycarbonyl)-2-pyrrolidinecarboxylic acid), C(C)N1C2=CC=CC=C2C=2C=C(C=CC12)N (9-ethyl-9H-carbazol-3-amine). The product is C(C1=CC=CC=C1)=C1C[C@H](NC1)C(=O)NC=1C=CC=2N(C3=CC=CC=C3C2C1)CC ((2S,4EZ)-4-benzylidene-N-(9-ethyl-9H-carbazol-3-yl)-2-pyrrolidinecarboxamide). Reaction SMILES: [CH:1](=[C:8]1[CH2:12][N:11](C(OC(C)(C)C)=O)[C@H:10]([C:20]([OH:22])=O)[CH2:9]1)[C:2]1[CH:7]=[CH:6][CH:5]=[CH:4][CH:3]=1.[CH2:23]([N:25]1[C:37]2[CH:36]=[CH:35][C:34]([NH2:38])=[CH:33][C:32]=2[C:31]2[C:26]1=[CH:27][CH:28]=[CH:29][CH:30]=2)[CH3:24]>>[CH:1](=[C:8]1[CH2:12][NH:11][C@H:10]([C:20]([NH:38][C:34]2[CH:35]=[CH:36][C:37]3[N:25]([CH2:23][CH3:24])[C:26]4[C:31]([C:32]=3[CH:33]=2)=[CH:30][CH:29]=[CH:28][CH:27]=4)=[O:22])[CH2:9]1)[C:2]1[CH:3]=[CH:4][CH:5]=[CH:6][CH:7]=1. Procedure details: Following the general method as outlined in Example 22, starting from (2S,4EZ)-4-benzylidene-1-(tert-butoxycarbonyl)-2-pyrrolidinecarboxylic acid, and 9-ethyl-9H-carbazol-3-amine the title compound was obtained in 53% purity by LC/MS. MS(ESI+): m/z=396.2. RXN SMILES: NC1C=C(C)C=CC=1S(N)(=O)=O.C(N=C=S)(C)C.[NH2:19][C:20]1[CH:25]=[C:24]([CH3:26])[CH:23]=[CH:22][C:21]=1[S:27]([NH:30][C:31]([NH:33][CH:34]([CH3:36])[CH3:35])=S)(=[O:29])=[O:28].C(Cl)(Cl)=O>>[CH:34]([NH:33][C:31]1[NH:19][C:20]2[CH:25]=[C:24]([CH3:26])[CH:23]=[CH:22][C:21]=2[S:27](=[O:29])(=[O:28])[N:30]=1)([CH3:36])[CH3:35]. Procedure details: Starting from 2-amino-4-methylbenzenesulfonamide and isopropyl isothiocyanate, and following a procedure analogous to the one described in Example 4a, N-(2-amino-4-methylbenzenesulfonyl)-N′-isopropylthiourea was prepared, m.p. 137-139° C. Subsequent ring closure with phosgene by a procedure analogous to the one described in Example 4b gave the title compound; m.p. 309-311° C. Starting materials: NC1=C(C=CC(=C1)C)S(=O)(=O)N (2-amino-4-methylbenzenesulfonamide), C(=O)(Cl)Cl (phosgene), C(C)(C)N=C=S (isopropyl isothiocyanate), NC1=C(C=CC(=C1)C)S(=O)(=O)NC(=S)NC(C)C (N-(2-amino-4-methylbenzenesulfonyl)-N′-isopropylthiourea). Yields the product C(C)(C)NC1=NS(C2=C(N1)C=C(C=C2)C)(=O)=O (3-Isopropylamino-6-methyl-4H-1,2,4-benzothiadiazine 1,1-dioxide). Reactants: ClC1=CC(=NC2=C(C=CC=C12)OC1=NC=CC=C1)C (4-chloro-2-methyl-8-(pyridin-2-yloxy)-quinoline), ClC=1C=C(CN)C=CC1Cl (3,4-dichlorobenzylamine). Product: ClC=1C=C(CNC2=CC(=NC3=C(C=CC=C23)OC2=NC=CC=C2)C)C=CC1Cl ((3,4-Dichlorobenzyl)-[2-methyl-8-(pyridin-2-yloxy)-quinolin-4-yl]-amine). As a reaction SMILES: Cl[C:2]1[C:11]2[C:6](=[C:7]([O:12][C:13]3[CH:18]=[CH:17][CH:16]=[CH:15][N:14]=3)[CH:8]=[CH:9][CH:10]=2)[N:5]=[C:4]([CH3:19])[CH:3]=1.[Cl:20][C:21]1[CH:22]=[C:23]([CH:26]=[CH:27][C:28]=1[Cl:29])[CH2:24][NH2:25]>>[Cl:20][C:21]1[CH:22]=[C:23]([CH:26]=[CH:27][C:28]=1[Cl:29])[CH2:24][NH:25][C:2]1[C:11]2[C:6](=[C:7]([O:12][C:13]3[CH:18]=[CH:17][CH:16]=[CH:15][N:14]=3)[CH:8]=[CH:9][CH:10]=2)[N:5]=[C:4]([CH3:19])[CH:3]=1. Procedure details: Preparation was made using a similar procedure as described in example 1, method 1.3. Starting materials were 4-chloro-2-methyl-8-(pyridin-2-yloxy)-quinoline and 3,4-dichlorobenzylamine.